This data is from the Open Reaction Database (ORD), a public repository of structured organic reaction records. The task is: describe an organic reaction: reactants, conditions, products, and yield Reactants: CC1(OC2=C(C1)C(=C(C(=C2C)C)N)C)CN2CCNCC2 (2,3-dihydro-2,4,6,7-tetramethyl-2-[(1-piperazinyl)methyl]-5-benzofuranamine), C1(=CC=CC=C1)C(CC(=O)O)C1=CC=CC=C1 (3,3-diphenylpropionic acid). Yields the product C1(=CC=CC=C1)C(CC(=O)N1CCN(CC1)CC1(OC2=C(C1)C(=C(C(=C2C)C)N)C)C)C2=CC=CC=C2 (2-[[4-(3,3-Diphenylpropionyl)-1-piperazinyl]methyl]-2,3-dihydro-2,4,6,7-tetramethyl-5-benzofuranamine). Isolated yield 72.0%. Reaction SMILES: [CH3:1][C:2]1([CH2:15][N:16]2[CH2:21][CH2:20][NH:19][CH2:18][CH2:17]2)[CH2:6][C:5]2[C:7]([CH3:14])=[C:8]([NH2:13])[C:9]([CH3:12])=[C:10]([CH3:11])[C:4]=2[O:3]1.[C:22]1([CH:28]([C:33]2[CH:38]=[CH:37][CH:36]=[CH:35][CH:34]=2)[CH2:29][C:30](O)=[O:31])[CH:27]=[CH:26][CH:25]=[CH:24][CH:23]=1>>[C:33]1([CH:28]([C:22]2[CH:23]=[CH:24][CH:25]=[CH:26][CH:27]=2)[CH2:29][C:30]([N:19]2[CH2:20][CH2:21][N:16]([CH2:15][C:2]3([CH3:1])[CH2:6][C:5]4[C:7]([CH3:14])=[C:8]([NH2:13])[C:9]([CH3:12])=[C:10]([CH3:11])[C:4]=4[O:3]3)[CH2:17][CH2:18]2)=[O:31])[CH:34]=[CH:35][CH:36]=[CH:37][CH:38]=1. Procedure: Using 2,3-dihydro-2,4,6,7-tetramethyl-2-[(1-piperazinyl)methyl]-5-benzofuranamine and 3,3-diphenylpropionic acid, the procedure of Example 10 was otherwise repeated to provide the title compound. Yield 72%.